From a dataset of the Open Reaction Database (ORD), a public repository of structured organic reaction records. describe an organic reaction: reactants, conditions, products, and yield Reactants: P(=O)(Cl)(Cl)Cl (Phosphorous oxychloride), [N+](=O)([O-])C1=CC=CC=2C(C=C(OC21)C(=O)N)=O (8-nitro-4-oxo-4H-1-benzopyran-2-carboxamide), ice water. Run in CN(C=O)C (N,N-dimethylformamide), CN(C=O)C (N,N-dimethylformamide). Run at time 35 minute. Yields the product [N+](=O)([O-])C1=CC=CC=2C(C=C(OC21)C#N)=O (8-Nitro-4-oxo-4H-1-benzopyran-2-carbonitrile). Yield: 78.0%. Reaction SMILES: P(Cl)(Cl)(Cl)=O.[N+:6]([C:9]1[C:18]2[O:17][C:16]([C:19]([NH2:21])=O)=[CH:15][C:14](=[O:22])[C:13]=2[CH:12]=[CH:11][CH:10]=1)([O-:8])=[O:7]>CN(C)C=O>[N+:6]([C:9]1[C:18]2[O:17][C:16]([C:19]#[N:21])=[CH:15][C:14](=[O:22])[C:13]=2[CH:12]=[CH:11][CH:10]=1)([O-:8])=[O:7]. Reported procedure: Phosphorous oxychloride (2.86 ml) was added very slowly at 0° C. to dry N,N-dimethylformamide (40 ml) and the mixture was left under stirring at room temperature for 35 minutes. After that a solution of 8-nitro-4-oxo-4H-1-benzopyran-2-carboxamide (1.515 g, 6.47 mmol) in N,N-dimethylformamide (10 ml) was added and the mixture was left under stirring at room temperature for 18 h. After this time, the reaction mixture was poured onto an ice-water mixture (100 ml) and extracted with ethyl acetate (4...